From a dataset of the Open Reaction Database (ORD), a public repository of structured organic reaction records. describe an organic reaction: reactants, conditions, products, and yield Reaction SMILES: [CH3:1][C:2]([C:4]1[CH:9]=[CH:8][C:7]([N+:10]([O-:12])=[O:11])=[CH:6][CH:5]=1)=[O:3].[Se].[OH2:14]>>[N+:10]([C:7]1[CH:6]=[CH:5][C:4]([C:2]([CH:1]=[O:14])=[O:3])=[CH:9][CH:8]=1)([O-:12])=[O:11] |^3:12|. The reactants are 6.60, CC(=O)C1=CC=C(C=C1)[N+](=O)[O-] (4-nitroacetophenone), [Se] (selenium), O (water). Reported procedure: 6.60 (40 mmol) 4-nitroacetophenone was dissolved in 30 ml of diozane and 5 g, (45 mmol) selenium dioxyde was dissolved in 2.2 ml water and mixed. The mixture was refluxed for 16 hours with continuous stirring. The reaction mixture was passed through an alumina column to remove selenium. The solvent was evaporated in vacuum. The crude product was used in the next step without further purification. Rf 0.80(EtOAc) Y:7.00 (85%) IR(cm-1): 1730 (CO), 1520, 1330 (NO2) Yields the product [N+](=O)([O-])C1=CC=C(C=C1)C(=O)C=O (4-nitrophenyl glyoxal). RXN SMILES: [CH2:30]([c:31]1[cH:32][cH:33][cH:34][cH:35][cH:36]1)[S:37][CH:38]([CH2:39][NH2:40])[CH2:41][N:42]1[CH2:43][CH2:44][S:45][CH2:46][CH2:47]1.[CH3:1][O:2][CH2:3][CH2:4][CH2:5][O:6][c:7]1[cH:8][c:9]2[cH:10][c:11]([C:27](=[O:28])[OH:29])[nH:12][c:13]2[c:14]([N:16]([S:17](=[O:18])(=[O:19])[c:20]2[n:21][cH:22][cH:23][cH:24][cH:25]2)[CH3:26])[cH:15]1.[CH3:59][N:60]([CH3:61])[CH2:62][CH2:63][CH2:64][N:65]=[C:66]=[N:67][CH2:68][CH3:69].[CH3:71][N:72]([CH3:73])[CH:74]=[O:75].[ClH:58].[OH2:70].[n:48]1([OH:49])[c:50]2[cH:51][cH:52][cH:53][cH:54][c:55]2[n:56][n:57]1>>[CH3:1][O:2][CH2:3][CH2:4][CH2:5][O:6][c:7]1[cH:8][c:9]2[cH:10][c:11]([C:27](=[O:29])[NH:40][CH2:39][CH:38]([S:37][CH2:30][c:31]3[cH:32][cH:33][cH:34][cH:35][cH:36]3)[CH2:41][N:42]3[CH2:43][CH2:44][S:45][CH2:46][CH2:47]3)[nH:12][c:13]2[c:14]([N:16]([S:17](=[O:18])(=[O:19])[c:20]2[n:21][cH:22][cH:23][cH:24][cH:25]2)[CH3:26])[cH:15]1. Starting materials: NCC(CN1CCSCC1)SCc1ccccc1, COCCCOc1cc(N(C)S(=O)(=O)c2ccccn2)c2[nH]c(C(=O)O)cc2c1, CCN=C=NCCCN(C)C, CN(C)C=O, Cl, O, On1nnc2ccccc21. Yields the product COCCCOc1cc(N(C)S(=O)(=O)c2ccccn2)c2[nH]c(C(=O)NCC(CN3CCSCC3)SCc3ccccc3)cc2c1. Starting materials: O=C([O-])[O-], CO, CC1(C)OB(c2cc(F)c(Cl)c(F)c2)OC1(C)C, COC(=O)c1ccnc(Cl)c1, Cl, [K+], [K+], Cl[Pd]Cl. Yields the product Cl, COC(=O)c1ccnc(-c2cc(F)c(Cl)c(F)c2)c1. As a reaction SMILES: [C:12](=[O:13])([O-:14])[O-:15].[CH3:37][OH:38].[Cl:18][c:19]1[c:20]([F:35])[cH:21][c:22]([B:26]2[O:27][C:28]([CH3:29])([CH3:30])[C:31]([CH3:32])([CH3:33])[O:34]2)[cH:23][c:24]1[F:25].[Cl:1][c:2]1[cH:3][c:4]([C:5](=[O:6])[O:7][CH3:8])[cH:9][cH:10][n:11]1.[ClH:36].[K+:16].[K+:17].[Pd:39]([Cl:40])[Cl:41]>>[ClH:1].[c:2]1(-[c:22]2[cH:21][c:20]([F:35])[c:19]([Cl:18])[c:24]([F:25])[cH:23]2)[cH:3][c:4]([C:5](=[O:6])[O:7][CH3:8])[cH:9][cH:10][n:11]1.